This data is from the Open Reaction Database (ORD), a public repository of structured organic reaction records. The task is: describe an organic reaction: reactants, conditions, products, and yield The reactants are FC(=C(C(F)(F)F)F)C1=C(SC(=C1)[Si](C)(C)C)S(=O)(=O)N (3-(1,2,3,3,3-pentafluoropropen-1-yl)-5-trimethylsilyl-2-thiophenesulfonamide), ( 3 ), FC(S(=O)(=O)O)(F)F (trifluoromethanesulfonic acid). The solvent is O (water). Conditions: time 2 hour. Yields the product FC(=C(C(F)(F)F)F)C1=C(SC=C1)S(=O)(=O)N (3-(1,2,3,3,3-pentafluoropropen-1-yl)-2-thiophenesulfonamide). Yield: 83.5%. Reaction SMILES: [F:1][C:2]([C:9]1[CH:13]=[C:12]([Si](C)(C)C)[S:11][C:10]=1[S:18]([NH2:21])(=[O:20])=[O:19])=[C:3]([F:8])[C:4]([F:7])([F:6])[F:5].FC(F)(F)S(O)(=O)=O>O>[F:1][C:2]([C:9]1[CH:13]=[CH:12][S:11][C:10]=1[S:18]([NH2:21])(=[O:20])=[O:19])=[C:3]([F:8])[C:4]([F:7])([F:6])[F:5]. Procedure details: One gram of the 3-(1,2,3,3,3-pentafluoropropen-1-yl)-5-trimethylsilyl-2-thiophenesulfonamide prepared in (3) was treated with 4 ml of trifluoromethanesulfonic acid under stirring at room temperature for 2 hours. After completion of the reaction, the resulting product was poured into water and extracted with methylene chloride. The extracted layer was washed with water and dried. After distilling off methylene chloride, the residue was purified by column chromatography on silica gel (eluent: meth... Starting materials: Cc1cc2cc(N)ccc2[nH]1, Cc1nc(-c2cc3nccc(Cl)c3s2)sc1C(C)(C)O. The product is Cc1cc2cc(Nc3ccnc4cc(-c5nc(C)c(C(C)(C)O)s5)sc34)ccc2[nH]1. RXN SMILES: [CH3:1][c:2]1[nH:3][c:4]2[cH:5][cH:6][c:7]([NH2:11])[cH:8][c:9]2[cH:10]1.[Cl:12][c:13]1[c:14]2[c:15]([n:16][cH:17][cH:18]1)[cH:19][c:20](-[c:22]1[s:23][c:24]([C:28]([CH3:29])([CH3:30])[OH:31])[c:25]([CH3:27])[n:26]1)[s:21]2>>[CH3:1][c:2]1[nH:3][c:4]2[cH:5][cH:6][c:7]([NH:11][c:13]3[c:14]4[c:15]([n:16][cH:17][cH:18]3)[cH:19][c:20](-[c:22]3[s:23][c:24]([C:28]([CH3:29])([CH3:30])[OH:31])[c:25]([CH3:27])[n:26]3)[s:21]4)[cH:8][c:9]2[cH:10]1.